Dataset: the Open Reaction Database (ORD), a public repository of structured organic reaction records. Task: describe an organic reaction: reactants, conditions, products, and yield The reactants are C(C)(C)(C)OC(CN1N(C(CCC(C1=O)NC(=O)C1=NC=CC2=CC=CC=C12)=O)CC1=CC=CC=C1)=O ({2-Benzyl-6-[(isoquinoline-1-carbonyl)-amino]-3,7-dioxo-[1,2]diazepan-1-yl}-acetic acid tert-butyl ester). The solvent is FC(C(=O)O)(F)F (trifluoroacetic acid), ClCCl (dichloromethane). The product is C(C1=CC=CC=C1)N1N(C(C(CCC1=O)NC(=O)C1=NC=CC2=CC=CC=C12)=O)CC(=O)O ({2-benzyl-6-[(isoquinoline-1-carbonyl)-amino]-3,7-dioxo-[1,2]diazepan-1-yl}-acetic acid). As a reaction SMILES: C([O:5][C:6](=[O:37])[CH2:7][N:8]1[C:14](=[O:15])[CH:13]([NH:16][C:17]([C:19]2[C:28]3[C:23](=[CH:24][CH:25]=[CH:26][CH:27]=3)[CH:22]=[CH:21][N:20]=2)=[O:18])[CH2:12][CH2:11][C:10](=[O:29])[N:9]1[CH2:30][C:31]1[CH:36]=[CH:35][CH:34]=[CH:33][CH:32]=1)(C)(C)C>FC(F)(F)C(O)=O.ClCCl>[CH2:30]([N:9]1[C:10](=[O:29])[CH2:11][CH2:12][CH:13]([NH:16][C:17]([C:19]2[C:28]3[C:23](=[CH:24][CH:25]=[CH:26][CH:27]=3)[CH:22]=[CH:21][N:20]=2)=[O:18])[C:14](=[O:15])[N:8]1[CH2:7][C:6]([OH:37])=[O:5])[C:31]1[CH:36]=[CH:35][CH:34]=[CH:33][CH:32]=1. Procedure: {2-Benzyl-6-[(isoquinoline-1-carbonyl)-amino]-3,7-dioxo-[1,2]diazepan-1-yl}-acetic acid tert-butyl ester (7a) (115 mg, 0.23 mmol) was stirred in 20% of trifluoroacetic acid (TFA) in dichloromethane (2 mL) overnight. The solution was evaporated to afford {2-benzyl-6-[(isoquinoline-1-carbonyl)-amino]-3,7-dioxo-[1,2]diazepan-1-yl}-acetic acid (8a). 1H-NMR (500 MHz, CDCl3) δ 2.05-2.11 (m, 1H), 2,45-2.50 (m, 1H), 2.72-2.83 (m, 1H), 3.45-3.54 (m, 1H), 4.01-4.06 (d, 1H), 4.59-4.63 (d, 1H), 4.70-4.82 (m... Reaction SMILES: [Cl:1][C:2]1[CH:7]=[CH:6][CH:5]=[C:4]([Cl:8])[C:3]=1[N:9]=[C:10]1[NH:14][CH2:13][CH2:12][N:11]1[O:15][CH2:16][CH2:17][CH2:18][C:19]([O:21][CH2:22]C)=[O:20].Cl>>[Cl:1][C:2]1[CH:7]=[CH:6][CH:5]=[C:4]([Cl:8])[C:3]=1[N:9]=[C:10]1[NH:14][CH2:13][CH2:12][N:11]1[O:15][CH2:16][CH2:17][CH2:18][C:19]([O:21][CH3:22])=[O:20]. Reactants: ClC1=C(C(=CC=C1)Cl)N=C1N(CCN1)OCCCC(=O)OCC (ethyl 4-{[2-[(2,6-dichlorophenyl)imino]-1-imidazolidinyl]oxy}butyrate), Cl (hydrochloric acid). Procedure: 1.0 g. of ethyl 4-{[2-[(2,6-dichlorophenyl)imino]-1-imidazolidinyl]oxy}butyrate is left to stand in 20 ml. of methanolic hydrochloric acid at room temperature overnight. The reaction mixture is then evaporated to dryness with toluene. Sodium carbonate and ether are added to the residue. The organic phase is dried over sodium sulfate and evaporated to dryness. Recrystallization of the residue from cyclohexane gave methyl 4-{[2-[(2,6-dichlorophenyl)imino]-1-imidazolidinyl]oxy}butyrate, m.p. 95°-96... Product: ClC1=C(C(=CC=C1)Cl)N=C1N(CCN1)OCCCC(=O)OC (methyl 4-{[2-[(2,6-dichlorophenyl)imino]-1-imidazolidinyl]oxy}butyrate).